This data is from the Open Reaction Database (ORD), a public repository of structured organic reaction records. The task is: describe an organic reaction: reactants, conditions, products, and yield Reaction SMILES: [C:1]([CH:2]=[CH2:3])(=[O:4])[O:5][CH:6]([CH2:7][O:8][CH2:9][c:10]1[cH:11][cH:12][cH:13][cH:14][cH:15]1)[CH:16]=[CH2:17].[Cl:18][CH2:19][Cl:20]>>[C:1]1(=[O:4])[O:5][CH:6]([CH2:7][O:8][CH2:9][c:10]2[cH:11][cH:12][cH:13][cH:14][cH:15]2)[CH:16]=[CH:17]1. Yields the product O=C1C=CC(COCc2ccccc2)O1. The reactants are C=CC(=O)OC(C=C)COCc1ccccc1, ClCCl.